Dataset: the Open Reaction Database (ORD), a public repository of structured organic reaction records. Task: describe an organic reaction: reactants, conditions, products, and yield Starting materials: N(=NC(=O)OCC)C(=O)OCC (diethyl azodicarboxylate), C(C)OC(=O)N1C[C@H]([C@@H](CC1)O)C1=CC=CC=C1 (trans-1-ethoxycarbonyl-3-phenyl-4-piperidinol), C1(=CC=CC=C1)P(C1=CC=CC=C1)C1=CC=CC=C1 (triphenylphosphine), FC=1C=C(C=CC1)O (m-fluorophenol). Run in C1=CC=CC=C1 (benzene), petroleum ether, CCOCC (ether), C1=CC=CC=C1 (benzene), petroleum ether. Reaction conditions: time 8 hour. The product is C(C)OC(=O)N1C[C@H]([C@H](CC1)OC1=CC(=CC=C1)F)C1=CC=CC=C1 (Cis-1-ethoxycarbonyl-4-(3-fluorophenoxy)-3-phenylpiperidine). RXN SMILES: [CH2:1]([O:3][C:4]([N:6]1[CH2:11][CH2:10][C@@H:9]([OH:12])[C@H:8]([C:13]2[CH:18]=[CH:17][CH:16]=[CH:15][CH:14]=2)[CH2:7]1)=[O:5])[CH3:2].C1(P(C2C=CC=CC=2)C2C=CC=CC=2)C=CC=CC=1.[F:38][C:39]1[CH:40]=[C:41](O)[CH:42]=[CH:43][CH:44]=1.N(C(OCC)=O)=NC(OCC)=O>C1C=CC=CC=1.CCOCC>[CH2:1]([O:3][C:4]([N:6]1[CH2:11][CH2:10][C@H:9]([O:12][C:43]2[CH:42]=[CH:41][CH:40]=[C:39]([F:38])[CH:44]=2)[C@H:8]([C:13]2[CH:14]=[CH:15][CH:16]=[CH:17][CH:18]=2)[CH2:7]1)=[O:5])[CH3:2]. Procedure details: To a mixture of 6.23 g of trans-1-ethoxycarbonyl-3-phenyl-4-piperidinol, 7.21 g of triphenylphosphine and 2.49 ml of m-fluorophenol in 250 ml of anhydrous benzene is added dropwise under nitrogen at 5° C. over a 90 minute period a solution of 4.79 g of diethyl azodicarboxylate in 250 ml of benzene. After the addition is complete the mixture is stirred overnight at room temperature. The solid is filtered, washed with benzene, and the filtrate is concentrated in vacuo to a gum. The gum is triturat... Starting materials: C(C)(C)(C)C1=NN(C=C1)C1=NC2=C(C(=CC=C2C(=C1)OC1CC2C(N(CCCCC=CC3CC3(NC(C2C1)=O)C(=O)O)C)=O)OC)C (17-[2-(3-tert-butylpyrazol-1-yl)-7-methoxy-8-methylquinolin-4-yl-oxy]-13-methyl-2,14-dioxo-3,13-diazatricyclo[13.3.0.04,6]octadec-7-ene-4-carboxylic acid), C1(CC1)S(=O)(=O)N (cyclopropylsulfonamide), ClC=1C(=CC=C2C(=CC(=NC12)C=1SC=C(N1)C(C)C)OC1CC2C(N(CCCCC=CC3CC3(NC(C2C1)=O)C(=O)NS(=O)(=O)C1CC1)C)=O)OC (N-[17-[8-chloro-2-(4-isopropylthiazole-2-yl)-7-methoxyquinolin-4-yloxy]-13-methyl-2,14-dioxo-3,13-diazatricyclo[13.3.0.04,6]-octadec-7-ene-4-carbonyl](cyclopropyl)sulfonamide). The product is C(C)(C)(C)C1=NN(C=C1)C1=NC2=C(C(=CC=C2C(=C1)OC1CC2C(N(CCCCC=CC3CC3(NC(C2C1)=O)C(=O)NS(=O)(=O)C1CC1)C)=O)OC)C (N-[17-[2-(3-tert-butylpyrazol-1-yl)-7-methoxy-8-methyl-quinolin-4-yloxy]-13-methyl-2,14-dioxo-3,13-diazatricyclo[13.3.0.04,6]octadec-7-ene-4-carbonyl](cyclopropyl)sulfonamide). Reaction SMILES: [C:1]([C:5]1[CH:9]=[CH:8][N:7]([C:10]2[CH:19]=[C:18]([O:20][CH:21]3[CH2:38][CH:37]4[CH:23]([C:24](=[O:44])[N:25]([CH3:43])[CH2:26][CH2:27][CH2:28][CH2:29][CH:30]=[CH:31][CH:32]5[C:34]([C:40](O)=[O:41])([NH:35][C:36]4=[O:39])[CH2:33]5)[CH2:22]3)[C:17]3[C:12](=[C:13]([CH3:47])[C:14]([O:45][CH3:46])=[CH:15][CH:16]=3)[N:11]=2)[N:6]=1)([CH3:4])([CH3:3])[CH3:2].[CH:48]1([S:51]([NH2:54])(=[O:53])=[O:52])[CH2:50][CH2:49]1.ClC1C(OC)=CC=C2C=1N=C(C1SC=C(C(C)C)N=1)C=C2OC1CC2C(C(=O)N(C)CCCCC=CC3C(C(NS(C4CC4)(=O)=O)=O)(NC2=O)C3)C1>>[C:1]([C:5]1[CH:9]=[CH:8][N:7]([C:10]2[CH:19]=[C:18]([O:20][CH:21]3[CH2:38][CH:37]4[CH:23]([C:24](=[O:44])[N:25]([CH3:43])[CH2:26][CH2:27][CH2:28][CH2:29][CH:30]=[CH:31][CH:32]5[C:34]([C:40]([NH:54][S:51]([CH:48]6[CH2:50][CH2:49]6)(=[O:53])=[O:52])=[O:41])([NH:35][C:36]4=[O:39])[CH2:33]5)[CH2:22]3)[C:17]3[C:12](=[C:13]([CH3:47])[C:14]([O:45][CH3:46])=[CH:15][CH:16]=3)[N:11]=2)[N:6]=1)([CH3:2])([CH3:3])[CH3:4]. Reported procedure: The title compound was prepared from 17-[2-(3-tert-butylpyrazol-1-yl)-7-methoxy-8-methylquinolin-4-yloxy]-13-methyl-2,14-dioxo-3,13-diazatricyclo[13.3.0.04,6]octadec-7-ene-4-carboxylic acid (127) and cyclopropylsulfonamide following the procedure reported for the preparation of N-[17-[8-chloro-2-(4-isopropylthiazole-2-yl)-7-methoxyquinolin-4-yloxy]-13-methyl-2,14-dioxo-3,13-diazatricyclo[13.3.0.04,6]-octadec-7-ene-4-carbonyl](cyclopropyl)sulfonamide (56): m/z=747 (M+H)+. 1H NMR (CDCl3): 0.95-1.1... Reactants: CN(C)CC1=CC2=C(CN(CC2)C(=O)OCCCCC2=CC=CC=C2)O1 (N,N-Dimethyl-[6-(4-phenylbutoxycarbonyl)-4,5,6,7-tetrahydrofuro[2,3-c]pyridin-2-ylmethyl]amine), Cl (hydrogen chloride). Run in CO (methanol), CO (methanol). Product: Cl.CN(C)CC1=CC2=C(CN(CC2)C(=O)OCCCCC2=CC=CC=C2)O1 (N,N-dimethyl-[6-(4-phenylbutoxycarbonyl)-4,5,6,7-tetrahydrofuro[2,3-c]pyridin-2-ylmethyl]amine hydrochloride). Reaction SMILES: [CH3:1][N:2]([CH2:4][C:5]1[O:26][C:8]2[CH2:9][N:10]([C:13]([O:15][CH2:16][CH2:17][CH2:18][CH2:19][C:20]3[CH:25]=[CH:24][CH:23]=[CH:22][CH:21]=3)=[O:14])[CH2:11][CH2:12][C:7]=2[CH:6]=1)[CH3:3].[ClH:27]>CO>[ClH:27].[CH3:1][N:2]([CH2:4][C:5]1[O:26][C:8]2[CH2:9][N:10]([C:13]([O:15][CH2:16][CH2:17][CH2:18][CH2:19][C:20]3[CH:25]=[CH:24][CH:23]=[CH:22][CH:21]=3)=[O:14])[CH2:11][CH2:12][C:7]=2[CH:6]=1)[CH3:3] |f:3.4|. Reported procedure: N,N-Dimethyl-[6-(4-phenylbutoxycarbonyl)-4,5,6,7-tetrahydrofuro[2,3-c]pyridin-2-ylmethyl]amine 0.068 g was dissolved in 2 ml of methanol; hydrogen chloride in methanol was added in excess, followed by stirring. After this reaction mixture was concentrated, diethyl ether was added; the resulting solid was filtered and washed with diethyl ether to yield the desired product. Reactants: Cl.N1=CC=CC=C1 (pyridine hydrochloride), COC1=CC=C(C2=C1SC1=C2C=CC=C1)[N+](=O)[O-] (4-Methoxy-1-nitro-dibenzothiophene). Solvent: O (water). Run at temperature 165 celsius. Product: [N+](=O)([O-])C1=CC=C(C=2SC3=C(C21)C=CC=C3)O (1-Nitro-dibenzothiophen-4-ol). As a reaction SMILES: Cl.N1C=CC=CC=1.C[O:9][C:10]1[C:15]2[S:16][C:17]3[CH:22]=[CH:21][CH:20]=[CH:19][C:18]=3[C:14]=2[C:13]([N+:23]([O-:25])=[O:24])=[CH:12][CH:11]=1>O>[N+:23]([C:13]1[C:14]2[C:18]3[CH:19]=[CH:20][CH:21]=[CH:22][C:17]=3[S:16][C:15]=2[C:10]([OH:9])=[CH:11][CH:12]=1)([O-:25])=[O:24] |f:0.1|. Procedure: Solid pyridine hydrochloride (1 kg, 8.7 mol) was added to 4-methoxy-1-nitro-dibenzothiophene (iii)(35.44 g, 187 mmol) and the reaction mixed well before heating to 165° C. with continuous stirring. The mixture was maintained like this for 8 hrs, cooled, diluted with water (500 ml) and extracted into dichloromethane (3×200 ml). 3M sodium hydroxide solution was added to the organic extract until a dark solid precipitated from the solution. The filtrate was removed and the liquor acidified to pH1 u... Reaction SMILES: [Al+3:14].[H-:13].[H-:16].[H-:17].[H-:18].[Li+:15].[Na+:20].[OH-:19].[OH2:21].[s:1]1[c:2]2[c:3]([cH:4][c:5]1[C:6](=[O:7])[O:8][CH3:9])[s:10][cH:11][cH:12]2>>[s:1]1[c:2]2[c:3]([cH:4][c:5]1[CH2:6][OH:7])[s:10][cH:11][cH:12]2. The product is OCc1cc2sccc2s1. Starting materials: [Al+3], [H-], [H-], [H-], [H-], [Li+], [Na+], [OH-], O, COC(=O)c1cc2sccc2s1.